Dataset: the Open Reaction Database (ORD), a public repository of structured organic reaction records. Task: describe an organic reaction: reactants, conditions, products, and yield Reactants: [Si](C)(C)(C(C)(C)C)O[C@H](C)[C@H]1C(N([C@@H]1SC(=S)SC(CNC(=O)OCC1=CC=C(C=C1)[N+](=O)[O-])C)C(C(=O)OCC1=CC=C(C=C1)[N+](=O)[O-])O)=O ((3S, 4R)-3 -[(R)-1-t-butyldimethylsilyloxyethyl]-1-[1-hydroxy-1-(p-nitrobenzyloxycarbonyl)methyl]-4-[1-methyl-2-p-nitrobenzyloxycarbonylaminoethylthio(thiocarbonyl)]thioazetidin-2-one), N1=C(C=CC=C1C)C (2,6-lutidine), S(=O)(Cl)Cl (thionyl chloride), N1=C(C=CC=C1C)C (2,6-lutidine), C1(=CC=CC=C1)P(C1=CC=CC=C1)C1=CC=CC=C1 (triphenylphosphine). Run in O1CCCC1 (tetrahydrofuran), C(C)(=O)OCC (ethyl acetate). Run at time 15 minute. The product is [Si](C)(C)(C(C)(C)C)O[C@H](C)[C@H]1C(N([C@@H]1SC(=S)SC(CNC(=O)OCC1=CC=C(C=C1)[N+](=O)[O-])C)C(C(=O)OCC1=CC=C(C=C1)[N+](=O)[O-])=P(C1=CC=CC=C1)(C1=CC=CC=C1)C1=CC=CC=C1)=O ((3S, 4R)-3-[(R)-1-t-Butyldimethylsilyloxyethyl]-4-[1-methyl-2p-nitrobenzyloxycarbonylaminoethylthio(thiocarbonyl)]thio-1-[1-(p-nitrobenzyloxycarbonyl)triphenylphosphoranylidenemethyl]azetidin-2-one). The yield is 54.3%. RXN SMILES: [Si:1]([O:8][C@@H:9]([C@@H:11]1[C@@H:14]([S:15][C:16]([S:18][CH:19]([CH3:35])[CH2:20][NH:21][C:22]([O:24][CH2:25][C:26]2[CH:31]=[CH:30][C:29]([N+:32]([O-:34])=[O:33])=[CH:28][CH:27]=2)=[O:23])=[S:17])[N:13]([CH:36](O)[C:37]([O:39][CH2:40][C:41]2[CH:46]=[CH:45][C:44]([N+:47]([O-:49])=[O:48])=[CH:43][CH:42]=2)=[O:38])[C:12]1=[O:51])[CH3:10])([C:4]([CH3:7])([CH3:6])[CH3:5])([CH3:3])[CH3:2].N1C(C)=CC=CC=1C.S(Cl)(Cl)=O.[C:64]1([P:70]([C:77]2[CH:82]=[CH:81][CH:80]=[CH:79][CH:78]=2)[C:71]2[CH:76]=[CH:75][CH:74]=[CH:73][CH:72]=2)[CH:69]=[CH:68][CH:67]=[CH:66][CH:65]=1>O1CCCC1.C(OCC)(=O)C>[Si:1]([O:8][C@@H:9]([C@@H:11]1[C@@H:14]([S:15][C:16]([S:18][CH:19]([CH3:35])[CH2:20][NH:21][C:22]([O:24][CH2:25][C:26]2[CH:31]=[CH:30][C:29]([N+:32]([O-:34])=[O:33])=[CH:28][CH:27]=2)=[O:23])=[S:17])[N:13]([C:36](=[P:70]([C:71]2[CH:72]=[CH:73][CH:74]=[CH:75][CH:76]=2)([C:77]2[CH:82]=[CH:81][CH:80]=[CH:79][CH:78]=2)[C:64]2[CH:65]=[CH:66][CH:67]=[CH:68][CH:69]=2)[C:37]([O:39][CH2:40][C:41]2[CH:42]=[CH:43][C:44]([N+:47]([O-:49])=[O:48])=[CH:45][CH:46]=2)=[O:38])[C:12]1=[O:51])[CH3:10])([C:4]([CH3:7])([CH3:6])[CH3:5])([CH3:2])[CH3:3]. Procedure details: In 5 ml of tetrahydrofuran were dissolved 223 mg (0.285 mmole) of (3S, 4R)-3 -[(R)-1-t-butyldimethylsilyloxyethyl]-1-[1-hydroxy-1-(p-nitrobenzyloxycarbonyl)methyl]-4-[1-methyl-2-p-nitrobenzyloxycarbonylaminoethylthio(thiocarbonyl)]thioazetidin-2-one. To the resulting solution were added, in turn, 34 mg (0.31 mmole) of 2,6-lutidine and 37 mg (0.31 mmole) of thionyl chloride at 31 15° C. The mixture was stirred at that temperature for 15 minutes. After the addition of a further 60 mg (0.56 mmole) ...